This data is from the Open Reaction Database (ORD), a public repository of structured organic reaction records. The task is: describe an organic reaction: reactants, conditions, products, and yield Starting materials: CN(C)C=O (DMF), ice, C(C)(C)NC(C)C (diisopropyl-amine), FC1=CC(=CC=C1)I (1-Fluoro-3-iodo-benzene), [Li+].CC(C)[N-]C(C)C (LDA). Run in C1CCOC1 (THF), C1CCOC1 (THF). Conditions: temperature 0 celsius, time 30 minute. Product: FC1=C(C=O)C(=CC=C1)I (2-Fluoro-6-iodo-benzaldehyde). Isolated yield 100.2%. RXN SMILES: C(NC(C)C)(C)C.[F:8][C:9]1[CH:14]=[CH:13][CH:12]=[C:11]([I:15])[CH:10]=1.[Li+].CC([N-]C(C)C)C.CN([CH:27]=[O:28])C>C1COCC1>[F:8][C:9]1[CH:14]=[CH:13][CH:12]=[C:11]([I:15])[C:10]=1[CH:27]=[O:28] |f:2.3|. Reported procedure: Buthyllithium (1.6 M, 60 ml, 0.113 mol) is added to an ice cooled solution of diisopropyl-amine (17.6 ml, 0.124 mol) in THF (200 ml). The solution is stirred at 0° C. for 30 minutes and is cooled to −78° C. 1-Fluoro-3-iodo-benzene (25 g, 0.113 mol) in THF (20 ml) is slowly added to the preformed LDA mixture. The resulting solution is stirred for another hour after which DMF (9.55 ml, 0.124 mol) is added and stirring is continued for another 30 minutes at −78° C. The reaction is quenched first wi...